Task: describe an organic reaction: reactants, conditions, products, and yield. Dataset: the Open Reaction Database (ORD), a public repository of structured organic reaction records The reactants are ClC=1C2=C(N=CN1)OC(=C2)C(C)(C)C (4-chloro-6-tert-butylfuro[2,3-d]pyrimidine), NC1=C([Se]C(=C1)C(C)(C)C)C(=O)N (3-amino-5-tert-butylselenophene-2-carboxamide), CN(C)C=O.[OH-].[Na+] (DMF NaOH). Product: C(C)(C)(C)C1=CC2=C(N=CN=C2NC2=C([Se]C(=C2)C(C)(C)C)C(=O)N)O1 (3-(6-tert-Butylfuro[2,3-d]pyrimidin-4-ylamino)-5-tert-butylselenophene-2-carboxamide). RXN SMILES: Cl[C:2]1[C:3]2[CH:10]=[C:9]([C:11]([CH3:14])([CH3:13])[CH3:12])[O:8][C:4]=2[N:5]=[CH:6][N:7]=1.[NH2:15][C:16]1[CH:20]=[C:19]([C:21]([CH3:24])([CH3:23])[CH3:22])[Se:18][C:17]=1[C:25]([NH2:27])=[O:26].CN(C=O)C.[OH-].[Na+]>>[C:11]([C:9]1[O:8][C:4]2[N:5]=[CH:6][N:7]=[C:2]([NH:15][C:16]3[CH:20]=[C:19]([C:21]([CH3:24])([CH3:22])[CH3:23])[Se:18][C:17]=3[C:25]([NH2:27])=[O:26])[C:3]=2[CH:10]=1)([CH3:14])([CH3:13])[CH3:12] |f:2.3.4|. Procedure: The reaction of 4-chloro-6-tert-butylfuro[2,3-d]pyrimidine with 3-amino-5-tert-butylselenophene-2-carboxamide in the presence of DMF/NaOH as described in Example 1 gave title compound as an off-white color solid, mp 288-290° C. IR (KBr) vmax 3491, 3325 2964, 1593, 1388, 1354, 1314, 1287, 1149, 1119, 1089, 936, 806, 773 cm−1; 1H NMR (400 MHz, DMSO-d6): δ 10.80 (1H, s, exchangeable with D2O), 8.46 (2H, s), 7.48 (2H, br s, exchangeable with D2O), 6.41 (1H, s), 1.39 (9H, s), 1.36 (9H, s); 13C NMR (1... Starting materials: O (water), FC1=CC=CC2=CC3=CC=CC(=C3N=C12)F (4,5-difluoroacridine), solution, C1=CC=C(C=C1)[P-]C2=CC=CC=C2.[K+] (potassium diphenylphosphide). The solvent is O1CCOCC1 (1,4-dioxane), O1CCCC1 (tetrahydrofuran). The product is C1(=CC=CC=C1)P(C1=CC=CC2=CC3=CC=CC(=C3N=C12)P(C1=CC=CC=C1)C1=CC=CC=C1)C1=CC=CC=C1 (4,5-bis(diphenylphosphino)acridine). The yield is 79.0%. As a reaction SMILES: F[C:2]1[C:15]2[C:6](=[CH:7][C:8]3[C:13]([N:14]=2)=[C:12](F)[CH:11]=[CH:10][CH:9]=3)[CH:5]=[CH:4][CH:3]=1.[CH:17]1[CH:22]=[CH:21][C:20]([P-:23][C:24]2[CH:29]=[CH:28][CH:27]=[CH:26][CH:25]=2)=[CH:19][CH:18]=1.[K+].O>O1CCOCC1.O1CCCC1>[C:24]1([P:23]([C:20]2[CH:21]=[CH:22][CH:17]=[CH:18][CH:19]=2)[C:2]2[C:15]3[C:6](=[CH:7][C:8]4[C:13]([N:14]=3)=[C:12]([P:23]([C:24]3[CH:25]=[CH:26][CH:27]=[CH:28][CH:29]=3)[C:20]3[CH:21]=[CH:22][CH:17]=[CH:18][CH:19]=3)[CH:11]=[CH:10][CH:9]=4)[CH:5]=[CH:4][CH:3]=2)[CH:29]=[CH:28][CH:27]=[CH:26][CH:25]=1 |f:1.2|. Reported procedure: To a solution of 0.51 g (2.37 mmol) of 4,5-difluoroacridine (XIII) in 50 ml of 1,4-dioxane was added dropwise 9.3 ml (4.65 mmol) of a 0.5 M solution of potassium diphenylphosphide (Ph2P−K+) in tetrahydrofuran at room temperature. After the addition was completed, the mixture was heated at reflux for one hour. After cooling, 30 ml of distilled water was added to the brown reaction solution. The resulting precipitate was filtered off, washed thoroughly with distilled water, ethanol and n-pentane, ...